The task is: describe an organic reaction: reactants, conditions, products, and yield. This data is from the Open Reaction Database (ORD), a public repository of structured organic reaction records. Starting materials: Cl.ClC1=CC=C(C=C1)NN (4-chlorophenylhydrazine hydrochloride), ClC=1C=C2C(=CN(C2=CC1)CCCC=1C=NC(=CC1)C(F)(F)F)CCNC (2-(5-chloro-1-(3-(6-(trifluoromethyl)pyridin-3-yl)propyl)-1H-indol-3-yl)-N-methylethanamine), C(C)OC(CCCNC)OCC (4,4-diethoxy-N-methylbutan-1-amine), C(=O)(C(F)(F)F)O (TFA), BrCCCC=1C=CC(=NC1)C(F)(F)F (5-(3-bromopropyl)-2-(trifluoromethyl)pyridine), ClC1=CC=C(C=C1)N(N)CCCC=1C=NC(=CC1)C(F)(F)F (1-(4-chlorophenyl)-1-(3-(6-(trifluoromethyl)pyridin-3-yl)propyl)hydrazine), C=O (formaldehyde). Run in C(C)#N (acetonitrile), C(C)N(CC)CC (triethylamine). Yields the product ClC=1C=C2C3=C(N(C2=CC1)CCCC=1C=NC(=CC1)C(F)(F)F)CN(CC3)C (6-chloro-9-(3-(6-(trifluoromethyl)pyridin-3-yl)propyl)-2,3,4,9-tetrahydro-2-methyl-1H-pyrido[3,4-b]indole). As a reaction SMILES: Cl.Cl[C:3]1C=CC(NN)=CC=1.BrCCCC1C=CC(C(F)(F)F)=NC=1.ClC1C=CC(N(CCCC2C=NC(C(F)(F)F)=CC=2)N)=CC=1.C(OC(OCC)CCCNC)C.[Cl:59][C:60]1[CH:61]=[C:62]2[C:66](=[CH:67][CH:68]=1)[N:65]([CH2:69][CH2:70][CH2:71][C:72]1[CH:73]=[N:74][C:75]([C:78]([F:81])([F:80])[F:79])=[CH:76][CH:77]=1)[CH:64]=[C:63]2[CH2:82][CH2:83][NH:84][CH3:85].C=O.C(O)(C(F)(F)F)=O>C(#N)C.C(N(CC)CC)C>[Cl:59][C:60]1[CH:61]=[C:62]2[C:66](=[CH:67][CH:68]=1)[N:65]([CH2:69][CH2:70][CH2:71][C:72]1[CH:73]=[N:74][C:75]([C:78]([F:81])([F:80])[F:79])=[CH:76][CH:77]=1)[C:64]1[CH2:85][N:84]([CH3:3])[CH2:83][CH2:82][C:63]2=1 |f:0.1|. Procedure details: The title compound is prepared by following General Methods 1, 3 and 4 using 4-chlorophenylhydrazine hydrochloride, 5-(3-bromopropyl)-2-(trifluoromethyl)pyridine, and triethylamine (General Method 1), 1-(4-chlorophenyl)-1-(3-(6-(trifluoromethyl)pyridin-3-yl)propyl)hydrazine and 4,4-diethoxy-N-methylbutan-1-amine (General Method 3) and 2-(5-chloro-1-(3-(6-(trifluoromethyl)pyridin-3-yl)propyl)-1H-indol-3-yl)-N-methylethanamine, formaldehyde and TFA in acetonitrile (General Method 4). The reactants are ice water, NCC(=O)O (glycine), [OH-].[Na+] (sodium hydroxide), O1COC2=C1C=CC(=C2)CCCCSCC(=O)O ([{(1,3-benzodioxol-5-yl)butyl}thio]acetic acid), S(=O)(Cl)Cl (thionyl chloride), Cl (hydrochloric acid). Solvent: O (water), O1CCCC1 (tetrahydrofuran), O (water), C1=CC=CC=C1 (benzene). Reaction conditions: time 30 minute. The product is O1COC2=C1C=CC(=C2)CCCCSCC(=O)NCC(=O)O (N-[2-[{(1,3-Benzodioxol-5-yl)butyl}thio]-1-oxoethyl]aminoacetic acid). The yield is 58.9%. Reaction SMILES: [O:1]1[C:5]2[CH:6]=[CH:7][C:8]([CH2:10][CH2:11][CH2:12][CH2:13][S:14][CH2:15][C:16]([OH:18])=O)=[CH:9][C:4]=2[O:3][CH2:2]1.S(Cl)(Cl)=O.[OH-].[Na+].[NH2:25][CH2:26][C:27]([OH:29])=[O:28].Cl>C1C=CC=CC=1.O.O1CCCC1>[O:1]1[C:5]2[CH:6]=[CH:7][C:8]([CH2:10][CH2:11][CH2:12][CH2:13][S:14][CH2:15][C:16]([NH:25][CH2:26][C:27]([OH:29])=[O:28])=[O:18])=[CH:9][C:4]=2[O:3][CH2:2]1 |f:2.3|. Procedure details: 1.4 g of [{(1,3-benzodioxol-5-yl)butyl}thio]acetic acid was dissolved in 10 ml of benzene, followed by the addition of 0.8 ml of thionyl chloride. The obtained mixture was heated under reflux for 1.5 hours and concentrated in a vacuum to obtain a residue. Separately, 0.43 g of sodium hydroxide was dissolved in 4 ml of water, followed by the addition of 0.8 g of glycine to obtain a mixture. The above residue was dissolved in a small amount of tetrahydrofuran to obtain a solution. This solution wa... The reactants are C1CCOC1, C[Si](C)(C)[N-][Si](C)(C)C, COc1ccc(CN(Cc2ccc(OC)cc2)c2nc(C)nc(-c3cccnc3F)n2)cc1, [Li+], Nc1cnc(Cl)c(NS(=O)(=O)c2ccc(F)cc2)c1. Yields the product COc1ccc(CN(Cc2ccc(OC)cc2)c2nc(C)nc(-c3cccnc3Nc3cnc(Cl)c(NS(=O)(=O)c4ccc(F)cc4)c3)n2)cc1. As a reaction SMILES: [CH2:63]1[O:64][CH2:65][CH2:66][CH2:67]1.[CH3:20][Si:21]([N-:22][Si:23]([CH3:24])([CH3:25])[CH3:26])([CH3:27])[CH3:28].[F:30][c:31]1[n:32][cH:33][cH:34][cH:35][c:36]1-[c:37]1[n:38][c:39]([N:44]([CH2:45][c:46]2[cH:47][cH:48][c:49]([O:52][CH3:53])[cH:50][cH:51]2)[CH2:54][c:55]2[cH:56][cH:57][c:58]([O:61][CH3:62])[cH:59][cH:60]2)[n:40][c:41]([CH3:43])[n:42]1.[Li+:29].[NH2:1][c:2]1[cH:3][c:4]([NH:9][S:10](=[O:11])(=[O:12])[c:13]2[cH:14][cH:15][c:16]([F:19])[cH:17][cH:18]2)[c:5]([Cl:8])[n:6][cH:7]1>>[NH:1]([c:2]1[cH:3][c:4]([NH:9][S:10](=[O:11])(=[O:12])[c:13]2[cH:14][cH:15][c:16]([F:19])[cH:17][cH:18]2)[c:5]([Cl:8])[n:6][cH:7]1)[c:31]1[n:32][cH:33][cH:34][cH:35][c:36]1-[c:37]1[n:38][c:39]([N:44]([CH2:45][c:46]2[cH:47][cH:48][c:49]([O:52][CH3:53])[cH:50][cH:51]2)[CH2:54][c:55]2[cH:56][cH:57][c:58]([O:61][CH3:62])[cH:59][cH:60]2)[n:40][c:41]([CH3:43])[n:42]1. Starting materials: O=C(c1cnccc1Oc1cc(Cl)c(Br)cc1Cl)N1CCN(C2CC2)c2ccccc21, [Li]CCCC, CC(=O)O, CC(C)OB(OC(C)C)OC(C)C, C1CCOC1, OO. Product: O=C(c1cnccc1Oc1cc(Cl)c(O)cc1Cl)N1CCN(C2CC2)c2ccccc21. RXN SMILES: [Br:1][c:2]1[cH:3][c:4]([Cl:31])[c:5]([O:6][c:7]2[c:8]([C:13](=[O:14])[N:15]3[CH2:16][CH2:17][N:18]([CH:25]4[CH2:26][CH2:27]4)[c:19]4[cH:20][cH:21][cH:22][cH:23][c:24]43)[cH:9][n:10][cH:11][cH:12]2)[cH:28][c:29]1[Cl:30].[CH2:45]([Li:46])[CH2:47][CH2:48][CH3:49].[CH3:50][C:51](=[O:52])[OH:53].[CH:32]([O:35][B:33]([O:34][CH:36]([CH3:37])[CH3:38])[O:39][CH:40]([CH3:41])[CH3:42])([CH3:43])[CH3:44].[O:56]1[CH2:57][CH2:58][CH2:59][CH2:60]1.[OH:54][OH:55]>>[c:2]1([OH:35])[cH:3][c:4]([Cl:31])[c:5]([O:6][c:7]2[c:8]([C:13](=[O:14])[N:15]3[CH2:16][CH2:17][N:18]([CH:25]4[CH2:26][CH2:27]4)[c:19]4[cH:20][cH:21][cH:22][cH:23][c:24]43)[cH:9][n:10][cH:11][cH:12]2)[cH:28][c:29]1[Cl:30]. Reactants: CS(=O)(=O)OC1CN(C1)C(=O)N1CCN(CCC1)C1CCC1 (1-[(4-cyclobutyl-1,4-diazepan-1-yl)carbonyl]azetidin-3-yl methanesulfonate), [N-]=[N+]=[N-].[Na+] (sodium azide). Run in CS(=O)C (DMSO), C(Cl)Cl (DCM). Run at temperature 80 celsius. Product: N(=[N+]=[N-])C1CN(C1)C(=O)N1CCN(CCC1)C1CCC1 (1-[(3-azidoazetidin-1-yl)carbonyl]-4-cyclobutyl-1,4-diazepane). Yield: 82.5%. As a reaction SMILES: CS(O[CH:6]1[CH2:9][N:8]([C:10]([N:12]2[CH2:18][CH2:17][CH2:16][N:15]([CH:19]3[CH2:22][CH2:21][CH2:20]3)[CH2:14][CH2:13]2)=[O:11])[CH2:7]1)(=O)=O.[N-:23]=[N+:24]=[N-:25].[Na+]>CS(C)=O.C(Cl)Cl>[N:23]([CH:6]1[CH2:9][N:8]([C:10]([N:12]2[CH2:18][CH2:17][CH2:16][N:15]([CH:19]3[CH2:22][CH2:21][CH2:20]3)[CH2:14][CH2:13]2)=[O:11])[CH2:7]1)=[N+:24]=[N-:25] |f:1.2|. Procedure: 1-[(4-cyclobutyl-1,4-diazepan-1-yl)carbonyl]azetidin-3-yl methanesulfonate (200 mg, 0.61 mmol) was dissolved in DMSO (4 ml) and sodium azide (157 mg, 2.41 mmol) was added. The reaction was heated at 80° C. for 48 hours and then diluted with DCM (30 ml) and washed with water (10 ml), dried (MgSO4), filtered and concentrated at reduced pressure giving a yellow solid (140 mg, 83%), which was used directly in the next step.